This data is from the Open Reaction Database (ORD), a public repository of structured organic reaction records. The task is: describe an organic reaction: reactants, conditions, products, and yield The reactants are C([O-])([O-])=O.[K+].[K+] (potassium carbonate), C1(=CC=CC=C1)CS(=O)(=O)F (phenylmethane-sulphonyl fluoride), C(C(=O)C1=CC=CC=C1)Br (phenacyl bromide). The reagents and catalysts are C1COC2=CC=CC=C2OCCOCCOC3=CC=CC=C3OCCO1 (dibenzo-18-crown-6-ether). Run in C(C)#N (acetonitrile). Yields the product C1(=CC=CC=C1)C(C=CC1=CC=CC=C1)=O (1,3-di-phenyl-prop-2-en-1-one). Yield: 152.9%. As a reaction SMILES: C(=O)([O-])[O-].[K+].[K+].[C:7]1([CH2:13]S(F)(=O)=O)[CH:12]=[CH:11][CH:10]=[CH:9][CH:8]=1.[CH2:18](Br)[C:19]([C:21]1[CH:26]=[CH:25][CH:24]=[CH:23][CH:22]=1)=[O:20]>C(#N)C.C1OCCOC2C(=CC=CC=2)OCCOCCOC2C(=CC=CC=2)OC1>[C:21]1([C:19](=[O:20])[CH:18]=[CH:13][C:7]2[CH:12]=[CH:11][CH:10]=[CH:9][CH:8]=2)[CH:26]=[CH:25][CH:24]=[CH:23][CH:22]=1 |f:0.1.2|. Reported procedure: A catalytic amount (about 500 mg) of dibenzo-18-crown-6-ether and 68 g of anhydrous powdered potassium carbonate were added to a solution of 18.4 g phenylmethane-sulphonyl fluoride and 10.0 g of phenacyl bromide in 100 ml of acetonitrile at room temperature, while stirring. The mixture was then stirred under reflux for 10 hours. The reaction mixture was allowed to cool down to room temperature and was then concentrated by stripping off the solvent under reduced pressure. The residue was chromato... Starting materials: CCOC(=O)CC1CCN(C(=O)OC(C)(C)C)CC1F, ClCCl, O=C(O)C(F)(F)F. The product is CCOC(=O)CC1CCNCC1F. Reaction SMILES: [C:1]([O:2][C:3](=[O:4])[N:8]1[CH2:9][CH:10]([F:20])[CH:11]([CH2:14][C:15](=[O:16])[O:17][CH2:18][CH3:19])[CH2:12][CH2:13]1)([CH3:5])([CH3:6])[CH3:7].[Cl:28][CH2:29][Cl:30].[F:21][C:22]([F:23])([F:24])[C:25]([OH:26])=[O:27]>>[NH:8]1[CH2:9][CH:10]([F:20])[CH:11]([CH2:14][C:15](=[O:16])[O:17][CH2:18][CH3:19])[CH2:12][CH2:13]1. The reactants are BrC1=CC2=C(C=3N=C(SC3CCO2)C2=NC=NN2CCO)C=C1 (2-[5-(8-Bromo-4,5-dihydro-6-oxa-3-thia-1-aza-benzo[e]azulen-2-yl)-[1,2,4]triazol-1-yl]-ethanol), CC(CN1N=CC(=C1)B1OC(C(O1)(C)C)(C)C)(C)O (2-Methyl-1-[4-(4,4,5,5-tetramethyl-[1,3,2]dioxaborolan-2-yl)-pyrazol-1-yl]-propan-2-ol). The product is OCCN1N=CN=C1C=1SC=2CCOC3=C(C2N1)C=CC(=C3)C=3C=NN(C3)CC(C)(O)C (1-(4-{2-[2-(2-Hydroxy-ethyl)-2H-[1,2,4]triazol-3-yl]-4,5-dihydro-6-oxa-3-thia-1-aza-benzo[e]azulen-8-yl}-pyrazol-1-yl)-2-methyl-propan-2-ol). As a reaction SMILES: Br[C:2]1[CH:23]=[CH:22][C:5]2[C:6]3[N:7]=[C:8]([C:14]4[N:18]([CH2:19][CH2:20][OH:21])[N:17]=[CH:16][N:15]=4)[S:9][C:10]=3[CH2:11][CH2:12][O:13][C:4]=2[CH:3]=1.[CH3:24][C:25]([OH:42])([CH3:41])[CH2:26][N:27]1[CH:31]=[C:30](B2OC(C)(C)C(C)(C)O2)[CH:29]=[N:28]1>>[OH:21][CH2:20][CH2:19][N:18]1[C:14]([C:8]2[S:9][C:10]3[CH2:11][CH2:12][O:13][C:4]4[CH:3]=[C:2]([C:30]5[CH:29]=[N:28][N:27]([CH2:26][C:25]([CH3:41])([OH:42])[CH3:24])[CH:31]=5)[CH:23]=[CH:22][C:5]=4[C:6]=3[N:7]=2)=[N:15][CH:16]=[N:17]1. Procedure: Following the procedure for 114, 2-[5-(8-Bromo-4,5-dihydro-6-oxa-3-thia-1-aza-benzo[e]azulen-2-yl)-[1,2,4]triazol-1-yl]-ethanol was reacted with 2-Methyl-1-[4-(4,4,5,5-tetramethyl-[1,3,2]dioxaborolan-2-yl)-pyrazol-1-yl]-propan-2-ol to give 442. MS(ESI+) 453.1. 1H NMR (400 MHz, DMSO) δ 8.35 (d, J=8.3, 1H), 8.16 (s, 1H), 8.10 (s, 1H), 7.94 (s, 1H), 7.42 (dd, J=8.3, 1.8, 1H), 7.30 (d, J=1.7, 1H), 4.94 (t, J=5.5, 1H), 4.89 (t, J=5.9, 2H), 4.71 (s, 1H), 4.39 (t, J=5.0, 2H), 4.04 (s, 2H), 3.91 (q, J=5... The reactants are Cc1ccc(N)cc1C(=O)c1ccc(Nc2ccc(F)cc2F)cc1Cl, O=C=Nc1ccccc1, C1COCCO1. Product: Cc1ccc(NC(=O)Nc2ccccc2)cc1C(=O)c1ccc(Nc2ccc(F)cc2F)cc1Cl. As a reaction SMILES: [NH2:1][c:2]1[cH:3][cH:4][c:5]([CH3:26])[c:6]([C:8](=[O:9])[c:10]2[c:11]([Cl:25])[cH:12][c:13]([NH:16][c:17]3[c:18]([F:24])[cH:19][c:20]([F:23])[cH:21][cH:22]3)[cH:14][cH:15]2)[cH:7]1.[O:27]=[C:28]=[N:29][c:30]1[cH:31][cH:32][cH:33][cH:34][cH:35]1.[O:36]1[CH2:37][CH2:38][O:39][CH2:40][CH2:41]1>>[NH:1]([c:2]1[cH:3][cH:4][c:5]([CH3:26])[c:6]([C:8](=[O:9])[c:10]2[c:11]([Cl:25])[cH:12][c:13]([NH:16][c:17]3[c:18]([F:24])[cH:19][c:20]([F:23])[cH:21][cH:22]3)[cH:14][cH:15]2)[cH:7]1)[C:28](=[O:27])[NH:29][c:30]1[cH:31][cH:32][cH:33][cH:34][cH:35]1. Starting materials: ClCCl, O=S(Cl)Cl, c1ccncc1, O=C(O)c1cnccn1. The product is [Cl-], O=C(O)c1cnccn1. As a reaction SMILES: [CH2:10]([Cl:11])[Cl:12].[S:13]([Cl:14])([Cl:15])=[O:16].[cH:17]1[cH:18][cH:19][n:20][cH:21][cH:22]1.[n:1]1[c:2]([C:7](=[O:8])[OH:9])[cH:3][n:4][cH:5][cH:6]1>>[Cl-:11].[n:1]1[c:2]([C:7](=[O:8])[OH:9])[cH:3][n:4][cH:5][cH:6]1.